From a dataset of the Open Reaction Database (ORD), a public repository of structured organic reaction records. describe an organic reaction: reactants, conditions, products, and yield Starting materials: resultant mixture, [OH-].[Na+] (NaOH), CC=1C(=NC=CC1)CN(C1CCNCC1)CC1=NC=CC=C1C (Bis-(3-methyl-pyridin-2-ylmethyl)-piperidin-4-yl-amine), Cl.C(C1=CN=CC=C1)(=O)Cl (nicotinoyl chloride hydrochloride), CCN(C(C)C)C(C)C (DIPEA). The solvent is C1CCOC1 (THF). Product: CC=1C(=NC=CC1)CN(C1CCN(CC1)C(=O)C=1C=NC=CC1)CC1=NC=CC=C1C ({4-[Bis-(3-methyl-pyridin-2-ylmethyl)-amino]-piperidin-1-yl}-pyridin-3-yl-methanone). Isolated yield 85.9%. Reaction SMILES: [CH3:1][C:2]1[C:3]([CH2:8][N:9]([CH2:16][C:17]2[C:22]([CH3:23])=[CH:21][CH:20]=[CH:19][N:18]=2)[CH:10]2[CH2:15][CH2:14][NH:13][CH2:12][CH2:11]2)=[N:4][CH:5]=[CH:6][CH:7]=1.Cl.[C:25](Cl)(=[O:32])[C:26]1[CH:31]=[CH:30][CH:29]=[N:28][CH:27]=1.CCN(C(C)C)C(C)C.[OH-].[Na+]>C1COCC1>[CH3:1][C:2]1[C:3]([CH2:8][N:9]([CH2:16][C:17]2[C:22]([CH3:23])=[CH:21][CH:20]=[CH:19][N:18]=2)[CH:10]2[CH2:15][CH2:14][N:13]([C:25]([C:26]3[CH:27]=[N:28][CH:29]=[CH:30][CH:31]=3)=[O:32])[CH2:12][CH2:11]2)=[N:4][CH:5]=[CH:6][CH:7]=1 |f:1.2,4.5|. Reported procedure: To a solution of COMPOUND 249 (65 mg, 0.21 mmol) in THF (2 mL) was added nicotinoyl chloride hydrochloride (60 mg, 0.34 mmol) followed by DIPEA (0.10 mL, 0.57 mmol). The resultant mixture was stirred at room temperature for 40 minutes. The mixture was treated with 1.0 N NaOH (5 mL) and extracted with CH2Cl2 (4×10 mL). The combined organic extracts were dried (Na2SO4) and concentrated under reduced pressure. Purification of the crude material by radial chromatography on silica gel (1 mm plate, 20...